From a dataset of the Open Reaction Database (ORD), a public repository of structured organic reaction records. describe an organic reaction: reactants, conditions, products, and yield Starting materials: CC(Cl)c1cccnc1, COc1cccc(N2CCC3(CCNC3)C2)c1. The reagents and catalysts are O=C([O-])[O-].[Cs+].[Cs+] (cesium carbonate), [I-].[K+] (potassium iodide). Run in CN(C)C=O (DMF), CN(C)C=O (dmf), CN(C)C=O (DMF). Run at temperature 70 celsius, time 16 hour. The product is COc1cccc(N2CCC3(CCN(C(C)c4cccnc4)C3)C2)c1. Reaction SMILES: [CH2:28]1[O:29][CH2:30][CH2:31][CH2:32]1.[CH3:14][C:15]([CH2:16][C:17](=[O:18])[O:19][CH3:20])([CH3:21])[CH3:22].[CH3:1][C:2]#[N:3].[CH3:5][Si:6]([N-:7][Si:8]([CH3:9])([CH3:10])[CH3:11])([CH3:12])[CH3:13].[Li+:4].[Na+:27].[O-:23][C:24]([OH:25])=[O:26]>>[CH2:1]([C:2]#[N:3])[C:17]([CH2:16][C:15]([CH3:14])([CH3:21])[CH3:22])=[O:18]. The reactants are C1CCOC1, COC(=O)CC(C)(C)C, CC#N, C[Si](C)(C)[N-][Si](C)(C)C, [Li+], [Na+], O=C([O-])O. Yields the product CC(C)(C)CC(=O)CC#N. Reactants: C(#N)CC1=CC=C(C=C1)B(O)O ([4-(cyanomethyl)phenyl]boronic acid), IC1=C(N=C2N1C1=C(N=C2)C=CS1)C (8-iodo-7-methylimidazo[1,2-a]thieno[3,2-e]pyrazine), C([O-])([O-])=O.[K+].[K+] (potassium carbonate). The reagents and catalysts are C=1C=CC(=CC1)[P](C=2C=CC=CC2)(C=3C=CC=CC3)[Pd]([P](C=4C=CC=CC4)(C=5C=CC=CC5)C=6C=CC=CC6)([P](C=7C=CC=CC7)(C=8C=CC=CC8)C=9C=CC=CC9)[P](C=1C=CC=CC1)(C=1C=CC=CC1)C=1C=CC=CC1 (tetrakis(triphenylphosphine)palladium(0)). Solvent: CO (methanol). Conditions: temperature 160 celsius. Yields the product CC=1N=C2N(C3=C(N=C2)C=CS3)C1C1=CC=C(C=C1)CC#N ([4-(7-Methylimidazo[1,2-a]thieno[3,2-e]pyrazin-8-yl)phenyl]acetonitrile). As a reaction SMILES: [C:1]([CH2:3][C:4]1[CH:9]=[CH:8][C:7](B(O)O)=[CH:6][CH:5]=1)#[N:2].I[C:14]1[N:18]2[C:19]3[S:25][CH:24]=[CH:23][C:20]=3[N:21]=[CH:22][C:17]2=[N:16][C:15]=1[CH3:26].C(=O)([O-])[O-].[K+].[K+]>CO.C1C=CC([P]([Pd]([P](C2C=CC=CC=2)(C2C=CC=CC=2)C2C=CC=CC=2)([P](C2C=CC=CC=2)(C2C=CC=CC=2)C2C=CC=CC=2)[P](C2C=CC=CC=2)(C2C=CC=CC=2)C2C=CC=CC=2)(C2C=CC=CC=2)C2C=CC=CC=2)=CC=1>[CH3:26][C:15]1[N:16]=[C:17]2[CH:22]=[N:21][C:20]3[CH:23]=[CH:24][S:25][C:19]=3[N:18]2[C:14]=1[C:7]1[CH:8]=[CH:9][C:4]([CH2:3][C:1]#[N:2])=[CH:5][CH:6]=1 |f:2.3.4,^1:38,40,59,78|. Procedure: A mixture of [4-(cyanomethyl)phenyl]boronic acid (from Aldrich, 9.3 mg, 0.058 mmol), 8-iodo-7-methylimidazo[1,2-a]thieno[3,2-e]pyrazine (12 mg, 0.038 mmol), and potassium carbonate (16 mg, 0.12 mmol), in acetonitrile (0.6 mL) and water (0.2 mL) was degassed. Into the mixture was added tetrakis(triphenylphosphine)palladium(0) (2.2 mg, 0.0019 mmol). The reaction mixture was heated at 160° C. for 10 min in a microwave reactor. The reaction was diluted with methanol, filtered. The filtrate was purif... The reactants are C([O-])([O-])=O.[Na+].[Na+] (sodium carbonate), NC1(COC1)CC(=O)OCC (Ethyl (3-aminooxetan-3-yl)acetate), ClC(=O)OCC1=CC=CC=C1 (benzyl chloroformate). Run in COC(C)(C)C (tert-Butyl methyl ether), C(C)(=O)OCC (Ethyl acetate), CCCCCCC (heptane), COC(C)(C)C (tert-butyl methyl ether), O (water), COC(C)(C)C (tert-butyl methyl ether). Run at temperature 5 celsius, time 18 hour. The product is C(C1=CC=CC=C1)OC(=O)NC1(COC1)CC(=O)O ((3-{[(Benzyloxy)carbonyl]amino}oxetan-3-yl)acetic acid). Isolated yield 73.3%. Reaction SMILES: C(=O)([O-])[O-].[Na+].[Na+].[NH2:7][C:8]1([CH2:12][C:13]([O:15]CC)=[O:14])[CH2:11][O:10][CH2:9]1.Cl[C:19]([O:21][CH2:22][C:23]1[CH:28]=[CH:27][CH:26]=[CH:25][CH:24]=1)=[O:20]>CCCCCCC.C(OCC)(=O)C.COC(C)(C)C.O>[CH2:22]([O:21][C:19]([NH:7][C:8]1([CH2:12][C:13]([OH:15])=[O:14])[CH2:9][O:10][CH2:11]1)=[O:20])[C:23]1[CH:28]=[CH:27][CH:26]=[CH:25][CH:24]=1 |f:0.1.2|. Procedure: tert-Butyl methyl ether (2.5 L) and an aqueous solution of sodium carbonate (750 g in 2.2 L water, 7.07 mol) were stirred. Ethyl (3-aminooxetan-3-yl)acetate (Preparation 30, 875 g, 5.5 mol) was added to the reaction followed by further tert-butyl methyl ether (2.5 L). The reaction was cooled to 5° C. and benzyl chloroformate (1.21 Kg, 7.09 mol) added in a controlled manner such as to maintain the temperature below 20° C. A precipitate was observed so further water (5 L) and tert-butyl methyl eth... Reactants: O[Li].O (LiOH.H2O), COC(=O)C=1C=CC=2NC3=CC=CC=C3C2C1 (9H-carbazole-3-carboxylic acid methyl ester), CO (methanol), C1CCOC1 (THF). Solvent: O (H2O). Run at temperature 60 celsius, time 3 hour. The product is C1=CC(=CC=2C3=CC=CC=C3NC12)C(=O)O (9H-carbazole-3-carboxylic acid). Yield: 92.9%. Reaction SMILES: O[Li].O.C[O:5][C:6]([C:8]1[CH:9]=[CH:10][C:11]2[NH:12][C:13]3[C:18]([C:19]=2[CH:20]=1)=[CH:17][CH:16]=[CH:15][CH:14]=3)=[O:7].CO.C1COCC1>O>[CH:10]1[C:11]2[NH:12][C:13]3[C:18](=[CH:17][CH:16]=[CH:15][CH:14]=3)[C:19]=2[CH:20]=[C:8]([C:6]([OH:7])=[O:5])[CH:9]=1 |f:0.1|. Procedure: A mixture of dicylcohexylphosphino-2′,3′-dimethoxy biphenyl (17 mg, 0.04 mmol), palladium(II) acetate (5 mg, 0.02 mmol) in toluene (20 mL) was degassed with argon gas for 15 min. To the resulting mixture was added aniline (136 mg, 1.4 mmol), K3PO4 (636 mg, 3.0 mmol), and 4-bromobenzoic acid methyl ester (300 mg, 1.4 mmol) and stirring was continued at reflux temperature overnight. After completion of the reaction, the reaction mixture was filtered through celite and the filtrate collected was co... RXN SMILES: [C:1]([CH2:3][CH:4]([C:10]1[CH:15]=[CH:14][C:13]([C:16]([F:19])([F:18])[F:17])=[CH:12][CH:11]=1)[C:5](OCC)=[O:6])#[N:2].N>CO.[Ni].O>[F:17][C:16]([F:19])([F:18])[C:13]1[CH:14]=[CH:15][C:10]([CH:4]2[CH2:3][CH2:1][NH:2][C:5]2=[O:6])=[CH:11][CH:12]=1. Solvent: ethyl acetate hexanes, CO (methanol), CO (methanol), [Ni] (Raney® nickel), O (water). The product is FC(C1=CC=C(C=C1)C1C(NCC1)=O)(F)F (3-(4-(trifluoromethyl)phenyl)pyrrolidin-2-one). Reactants: C(#N)CC(C(=O)OCC)C1=CC=C(C=C1)C(F)(F)F (ethyl 3-cyano-2-(4-(trifluoromethyl)phenyl)propanoate), N (ammonia), stainless steel. Reported procedure: A solution of the product from Example 266B (4.1 g, 15.12 mmol) in methanol (10 mL) was added to 7 M ammonia in methanol (5.00 mL) and Raney® nickel, water wet, A-7000 (12.30 g, 210 mmol) in a 250 mL stainless steel pressure bottle and stirred for 16 hours under hydrogen (30 psi) at room temperature. The mixture was filtered through a nylon membrane and then concentrated to obtain solid. The solid was slurried in 5% ethyl acetate/hexanes, filtered and dried to give the title compound. MS (DCI+) ...